This data is from the Open Reaction Database (ORD), a public repository of structured organic reaction records. The task is: describe an organic reaction: reactants, conditions, products, and yield Reactants: O=Cc1cc(Br)ccc1F, CC(C)(C)S, CC(C)O, [K+], [K+], O=C([O-])[O-], O. The product is CC(C)(C)Sc1ccc(Br)cc1C=O. Reaction SMILES: [Br:1][c:2]1[cH:3][cH:4][c:5]([F:10])[c:6]([CH:7]=[O:8])[cH:9]1.[CH3:11][C:12]([CH3:13])([CH3:14])[SH:15].[CH3:23][CH:24]([OH:25])[CH3:26].[K+:16].[K+:17].[O-:18][C:19]([O-:20])=[O:21].[OH2:22]>>[Br:1][c:2]1[cH:3][cH:4][c:5]([S:15][C:12]([CH3:11])([CH3:13])[CH3:14])[c:6]([CH:7]=[O:8])[cH:9]1. Starting materials: COc1ccccc1C1CCN(C(=O)c2c3n(c4ccccc24)CCN(C(=O)OC(C)(C)C)C3)CC1, CO, Cl. The product is Cl, COc1ccccc1C1CCN(C(=O)c2c3n(c4ccccc24)CCNC3)CC1. As a reaction SMILES: [C:1]([O:2][C:3](=[O:4])[N:8]1[CH2:9][c:10]2[n:11]([c:12]3[cH:13][cH:14][cH:15][cH:16][c:17]3[c:18]2[C:19](=[O:20])[N:21]2[CH2:22][CH2:23][CH:24]([c:27]3[c:28]([O:33][CH3:34])[cH:29][cH:30][cH:31][cH:32]3)[CH2:25][CH2:26]2)[CH2:35][CH2:36]1)([CH3:5])([CH3:6])[CH3:7].[CH3:38][OH:39].[ClH:37]>>[ClH:37].[NH:8]1[CH2:9][c:10]2[n:11]([c:12]3[cH:13][cH:14][cH:15][cH:16][c:17]3[c:18]2[C:19](=[O:20])[N:21]2[CH2:22][CH2:23][CH:24]([c:27]3[c:28]([O:33][CH3:34])[cH:29][cH:30][cH:31][cH:32]3)[CH2:25][CH2:26]2)[CH2:35][CH2:36]1. Reactants: CN1CCNCC1 (N-methylpiperazin), ClC1=NC2=CC=CC=C2C(=C1)CC(=O)N (2-(2-chloro-quinolin-4-yl)-acetamide), CCOC(=O)C (AcOEt). Solvent: CN1C(CCC1)=O (1-methyl-2-pyrrolidinone). Reaction conditions: temperature 80 celsius, time 48 hour. Product: CN1CCN(CC1)C1=NC2=CC=CC=C2C(=C1)CC(=O)N (2-[2-(4-methyl-piperazin-1-yl)-quinolin4-yl]-acetamide). RXN SMILES: Cl[C:2]1[CH:11]=[C:10]([CH2:12][C:13]([NH2:15])=[O:14])[C:9]2[C:4](=[CH:5][CH:6]=[CH:7][CH:8]=2)[N:3]=1.[CH3:16][N:17]1[CH2:22][CH2:21][NH:20][CH2:19][CH2:18]1.CCOC(C)=O>CN1CCCC1=O>[CH3:16][N:17]1[CH2:22][CH2:21][N:20]([C:2]2[CH:11]=[C:10]([CH2:12][C:13]([NH2:15])=[O:14])[C:9]3[C:4](=[CH:5][CH:6]=[CH:7][CH:8]=3)[N:3]=2)[CH2:19][CH2:18]1. Procedure details: 2-(2-chloro-quinolin-4-yl)-acetamide (500 mg, 2.27 mmol) is dissolved in 1-methyl-2-pyrrolidinone (3.0 mL). N-methylpiperazin (1.3 mL, 5 eq.) is added and the reaction is stirred at 80° C. for 48 h. AcOEt (20 mL) is added and the precipitate is purified by FCC (AcOEtVEtOH/28% NH40H 80:18:1) to afford 2-[2-(4-methyl-piperazin-1-yl)-quinolin4-yl]-acetamide as a solid. Starting materials: CC(C(=O)O)C(=O)NCCC(F)(F)C(F)(F)F, CN1C(=O)C(N)c2ccccc2-c2ccccc21. Yields the product CC(C(=O)NCCC(F)(F)C(F)(F)F)C(=O)NC1C(=O)N(C)c2ccccc2-c2ccccc21. As a reaction SMILES: [CH3:19][CH:20]([C:21](=[O:22])[OH:23])[C:24](=[O:25])[NH:26][CH2:27][CH2:28][C:29]([C:30]([F:31])([F:32])[F:33])([F:34])[F:35].[NH2:1][CH:2]1[c:3]2[c:4]([cH:15][cH:16][cH:17][cH:18]2)-[c:5]2[c:6]([cH:11][cH:12][cH:13][cH:14]2)[N:7]([CH3:10])[C:8]1=[O:9]>>[NH:1]([CH:2]1[c:3]2[c:4]([cH:15][cH:16][cH:17][cH:18]2)-[c:5]2[c:6]([cH:11][cH:12][cH:13][cH:14]2)[N:7]([CH3:10])[C:8]1=[O:9])[C:21]([CH:20]([CH3:19])[C:24](=[O:25])[NH:26][CH2:27][CH2:28][C:29]([C:30]([F:31])([F:32])[F:33])([F:34])[F:35])=[O:22].